The task is: describe an organic reaction: reactants, conditions, products, and yield. This data is from the Open Reaction Database (ORD), a public repository of structured organic reaction records. As a reaction SMILES: [CH:1]1([c:4]2[cH:5][c:6]([NH:9][c:10]3[c:11]([F:39])[cH:12][c:13]([CH2:26][NH:27][C:28]([CH2:29][NH:30][C:31](=[O:32])[O:33][C:34]([CH3:35])([CH3:36])[CH3:37])=[O:38])[c:14]([NH:16][CH:17]([CH3:18])[c:19]4[cH:20][cH:21][c:22]([F:25])[cH:23][cH:24]4)[n:15]3)[n:7][nH:8]2)[CH2:2][CH2:3]1.[ClH:40].[O:41]1[CH2:42][CH2:43][O:44][CH2:45][CH2:46]1.[O:47]1[CH2:48][CH2:49][O:50][CH2:51][CH2:52]1>>[CH:1]1([c:4]2[cH:5][c:6]([NH:9][c:10]3[c:11]([F:39])[cH:12][c:13]([CH2:26][NH:27][C:28]([CH2:29][NH2:30])=[O:38])[c:14]([NH:16][CH:17]([CH3:18])[c:19]4[cH:20][cH:21][c:22]([F:25])[cH:23][cH:24]4)[n:15]3)[n:7][nH:8]2)[CH2:2][CH2:3]1.[ClH:40]. Reactants: CC(Nc1nc(Nc2cc(C3CC3)[nH]n2)c(F)cc1CNC(=O)CNC(=O)OC(C)(C)C)c1ccc(F)cc1, Cl, C1COCCO1, C1COCCO1. Yields the product CC(Nc1nc(Nc2cc(C3CC3)[nH]n2)c(F)cc1CNC(=O)CN)c1ccc(F)cc1, Cl. The reactants are ClC1=C(C=NC2=CC(=C(C=C12)OC)OC)C#N (4-chloro-6,7-dimethoxy-3-quinolinecarbonitrile), COC=1C=C(N)C=CC1OC (3,4-dimethoxyaniline), C(C)OC(C)O (ethoxyethanol). The solvent is N1=CC=CC=C1 (pyridine). Yields the product COC=1C=C(C=CC1OC)NC1=C(C=NC2=CC(=C(C=C12)OC)OC)C#N (4-[(3,4-dimethoxyphenyl)amino]-6,7-dimethoxy-3-quinolinecarbonitrile). Isolated yield 65.3%. RXN SMILES: Cl[C:2]1[C:11]2[C:6](=[CH:7][C:8]([O:14][CH3:15])=[C:9]([O:12][CH3:13])[CH:10]=2)[N:5]=[CH:4][C:3]=1[C:16]#[N:17].[CH3:18][O:19][C:20]1[CH:21]=[C:22]([CH:24]=[CH:25][C:26]=1[O:27][CH3:28])[NH2:23].C(OC(O)C)C>N1C=CC=CC=1>[CH3:18][O:19][C:20]1[CH:21]=[C:22]([NH:23][C:2]2[C:11]3[C:6](=[CH:7][C:8]([O:14][CH3:15])=[C:9]([O:12][CH3:13])[CH:10]=3)[N:5]=[CH:4][C:3]=2[C:16]#[N:17])[CH:24]=[CH:25][C:26]=1[O:27][CH3:28]. Procedure details: A mixture of 1.0 g of 4-chloro-6,7-dimethoxy-3-quinolinecarbonitrile, 1.22 g of 3,4-dimethoxyaniline, 0.32 ml of pyridine, and 12 ml of ethoxyethanol was stirred, under nitrogen, at reflux temperature for 5 h. The mixture was cooled and partitioned with dichloromethane and aqueous sodium bicarbonate. The organic layer was washed with water, dried and evaporated. The residue was recrystalized from ethyl acetate to give 0.96 g of 4-[(3,4-dimethoxyphenyl)amino]-6,7-dimethoxy-3-quinolinecarbonitrile... Starting materials: Cc1ccccc1, O=Cc1ccc(-c2ccc(Cl)cc2)cc1, O, O, CC(C)(O)C(=O)O, Cc1ccc(S(=O)(=O)O)cc1. Yields the product CC1(C)OC(c2ccc(-c3ccc(Cl)cc3)cc2)OC1=O. RXN SMILES: [CH3:36][c:37]1[cH:38][cH:39][cH:40][cH:41][cH:42]1.[Cl:1][c:2]1[cH:3][cH:4][c:5](-[c:8]2[cH:9][cH:10][c:11]([CH:12]=[O:13])[cH:14][cH:15]2)[cH:6][cH:7]1.[OH2:23].[OH2:35].[OH:16][C:17]([C:18](=[O:19])[OH:20])([CH3:21])[CH3:22].[c:24]1([CH3:25])[cH:26][cH:27][c:28]([S:29]([OH:30])(=[O:31])=[O:32])[cH:33][cH:34]1>>[Cl:1][c:2]1[cH:3][cH:4][c:5](-[c:8]2[cH:9][cH:10][c:11]([CH:12]3[O:13][C:17]([CH3:21])([CH3:22])[C:18](=[O:19])[O:20]3)[cH:14][cH:15]2)[cH:6][cH:7]1.